This data is from the Open Reaction Database (ORD), a public repository of structured organic reaction records. The task is: describe an organic reaction: reactants, conditions, products, and yield The reactants are CN(C(=O)Cl)C1=NC=CC(=C1)C (N-methyl-N-(4-methyl-2-pyridyl)carbamoyl chloride), C1=C(C=CC2=CC=CC=C12)O (2-naphthol), C([O-])([O-])=O.[K+].[K+] (potassium carbonate). The solvent is CC(=O)CC (methylethylketone). The product is CN(C(OC1=CC2=CC=CC=C2C=C1)=O)C1=NC=CC(=C1)C (2-naphthyl N-methyl-N-(4-methyl-2-pyridyl)carbamate). Yield: 81.2%. RXN SMILES: [CH3:1][N:2]([C:6]1[CH:11]=[C:10]([CH3:12])[CH:9]=[CH:8][N:7]=1)[C:3](Cl)=[O:4].[CH:13]1[C:22]2[C:17](=[CH:18][CH:19]=[CH:20][CH:21]=2)[CH:16]=[CH:15][C:14]=1[OH:23].C(=O)([O-])[O-].[K+].[K+]>CC(CC)=O>[CH3:1][N:2]([C:6]1[CH:11]=[C:10]([CH3:12])[CH:9]=[CH:8][N:7]=1)[C:3](=[O:4])[O:23][C:14]1[CH:15]=[CH:16][C:17]2[C:22](=[CH:21][CH:20]=[CH:19][CH:18]=2)[CH:13]=1 |f:2.3.4|. Reported procedure: A mixture of 1.85 g of N-methyl-N-(4-methyl-2-pyridyl)carbamoyl chloride, 1.44 g of 2-naphthol and 1.38 g of anhydrous potassium carbonate in methylethylketone was refluxed under heating for 48 hours. After the reaction mixture was cooled to room temperature, inorganic salts were removed by filtration and then methylethylketone was removed by distillation under a reduced pressure. The residue was purified by the column chromatography (silica gel, developed with ethyl acetate/benzene=1/9 (V/V) ),... Reactants: NC1=CC=C(C[C@H]2N([C@H](CC2)[C@@H](C2=CC=CC=C2)O[Si](C)(C)C(C)(C)C)C(=O)OC(C)(C)C)C=C1 (tert-butyl (2S,5R)-2-(4-aminobenzyl)-5-[(R)-{[tert-butyl(dimethyl)silyl]oxy}(phenyl)methyl]pyrrolidine-1-carboxylate), NC=1SC=C(N1)CC(=O)O ((2-amino-1,3-thiazol-4-yl)acetic acid). The product is NC=1SC=C(N1)CC(=O)NC1=CC=C(C[C@H]2N([C@H](CC2)[C@@H](C2=CC=CC=C2)O[Si](C)(C)C(C)(C)C)C(=O)OC(C)(C)C)C=C1 (Tert-butyl (2S,5R)-2-(4-{[(2-amino-1,3-thiazol-4-yl)acetyl]amino}benzyl)-5-[(R)-{[tert-butyl(dimethyl)silyl]oxy}(phenyl)methyl]pyrrolidine-1-carboxylate), product. Isolated yield 21.0%. Reaction SMILES: [NH2:1][C:2]1[CH:35]=[CH:34][C:5]([CH2:6][C@@H:7]2[CH2:11][CH2:10][C@H:9]([C@H:12]([O:19][Si:20]([C:23]([CH3:26])([CH3:25])[CH3:24])([CH3:22])[CH3:21])[C:13]3[CH:18]=[CH:17][CH:16]=[CH:15][CH:14]=3)[N:8]2[C:27]([O:29][C:30]([CH3:33])([CH3:32])[CH3:31])=[O:28])=[CH:4][CH:3]=1.[NH2:36][C:37]1[S:38][CH:39]=[C:40]([CH2:42][C:43](O)=[O:44])[N:41]=1>>[NH2:36][C:37]1[S:38][CH:39]=[C:40]([CH2:42][C:43]([NH:1][C:2]2[CH:3]=[CH:4][C:5]([CH2:6][C@@H:7]3[CH2:11][CH2:10][C@H:9]([C@H:12]([O:19][Si:20]([C:23]([CH3:26])([CH3:25])[CH3:24])([CH3:22])[CH3:21])[C:13]4[CH:18]=[CH:17][CH:16]=[CH:15][CH:14]=4)[N:8]3[C:27]([O:29][C:30]([CH3:33])([CH3:32])[CH3:31])=[O:28])=[CH:34][CH:35]=2)=[O:44])[N:41]=1. Procedure: The title compound was prepared from tert-butyl (2S,5R)-2-(4-aminobenzyl)-5-[(R)-{[tert-butyl(dimethyl)silyl]oxy}(phenyl)methyl]pyrrolidine-1-carboxylate (i-4a) and (2-amino-1,3-thiazol-4-yl)acetic acid according to the procedure of Example 1, step A. The crude product was purified by preparative TLC plate eluting with 5% MeOH in dichloromethane to afforded the product (4.1 mg, 21%). m/z (ES) 637 (MH)+, 659 (MNa)+. Reactants: C(C)(C)(C)N1N=C(C=2C(=NC=CC21)OC)C2=CC=C(C=C2)N2CCOCC2 (1-tert-butyl-4-methoxy-3-(4-(morpholin-4-yl)phenyl)-1H-pyrazolo[4,3-c]pyridine), O (water). The solvent is FC(C(=O)O)(F)F (trifluoroacetic acid). Run at temperature 130 celsius, time 8 hour. Yields the product COC1=NC=CC2=C1C(=NN2)C2=CC=C(C=C2)N2CCOCC2 (4-methoxy-3-(4-(morpholin-4-yl)phenyl)-1H-pyrazolo[4,3-c]pyridine). Yield: 17.8%. As a reaction SMILES: C([N:5]1[C:13]2[CH:12]=[CH:11][N:10]=[C:9]([O:14][CH3:15])[C:8]=2[C:7]([C:16]2[CH:21]=[CH:20][C:19]([N:22]3[CH2:27][CH2:26][O:25][CH2:24][CH2:23]3)=[CH:18][CH:17]=2)=[N:6]1)(C)(C)C.O>FC(F)(F)C(O)=O>[CH3:15][O:14][C:9]1[C:8]2[C:7]([C:16]3[CH:17]=[CH:18][C:19]([N:22]4[CH2:27][CH2:26][O:25][CH2:24][CH2:23]4)=[CH:20][CH:21]=3)=[N:6][NH:5][C:13]=2[CH:12]=[CH:11][N:10]=1. Procedure: To a solution of 1-tert-butyl-4-methoxy-3-(4-(morpholin-4-yl)phenyl)-1H-pyrazolo[4,3-c]pyridine (2.2 g) in trifluoroacetic acid (50 mL) was added water (5 mL), and the mixture was stirred overnight at 130° C. The reaction mixture was concentrated under reduced pressure. To the obtained residue was added saturated aqueous sodium bicarbonate solution, and the mixture was extracted with ethyl acetate. The organic layer was washed with saturated brine, dried over anhydrous magnesium sulfate, and con... Reactants: PdCl2dppf, C(Cl)Cl (DCM), BrC1=CC(=C(C=C1F)N1C(C=CC2=CC(=CC=C12)S(=O)(=O)N(CC1=CC=C(C=C1)OC)C1=NOC=C1)=O)O (1-(4-bromo-5-fluoro-2-hydroxyphenyl)-N-(isoxazol-3-yl)-N-(4-methoxybenzyl)-2-oxo-1,2-dihydroquinoline-6-sulfonamide), FC=1C=C(C=C(C1)F)B(O)O ((3,5-difluorophenyl)boronic acid), C([O-])([O-])=O.[K+].[K+] (potassium carbonate). Solvent: O (water), CN(C)C=O (DMF), O (water). Run at temperature 50 celsius, time 2.5 hour. Product: O1N=C(C=C1)N(S(=O)(=O)C=1C=C2C=CC(N(C2=CC1)C1=CC(=C(C=C1O)C1=CC(=CC(=C1)F)F)F)=O)CC1=CC=C(C=C1)OC (N-(isoxazol-3-yl)-N-(4-methoxybenzyl)-2-oxo-1-(2,3′,5′-trifluoro-5-hydroxy-[1,1′-biphenyl]-4-yl)-1,2-dihydroquinoline-6-sulfonamide). RXN SMILES: Br[C:2]1[C:7]([F:8])=[CH:6][C:5]([N:9]2[C:18]3[C:13](=[CH:14][C:15]([S:19]([N:22]([C:32]4[CH:36]=[CH:35][O:34][N:33]=4)[CH2:23][C:24]4[CH:29]=[CH:28][C:27]([O:30][CH3:31])=[CH:26][CH:25]=4)(=[O:21])=[O:20])=[CH:16][CH:17]=3)[CH:12]=[CH:11][C:10]2=[O:37])=[C:4]([OH:38])[CH:3]=1.[F:39][C:40]1[CH:41]=[C:42](B(O)O)[CH:43]=[C:44]([F:46])[CH:45]=1.C(=O)([O-])[O-].[K+].[K+].C(Cl)Cl>CN(C=O)C.O>[O:34]1[CH:35]=[CH:36][C:32]([N:22]([CH2:23][C:24]2[CH:29]=[CH:28][C:27]([O:30][CH3:31])=[CH:26][CH:25]=2)[S:19]([C:15]2[CH:14]=[C:13]3[C:18](=[CH:17][CH:16]=2)[N:9]([C:5]2[C:4]([OH:38])=[CH:3][C:2]([C:42]4[CH:41]=[C:40]([F:39])[CH:45]=[C:44]([F:46])[CH:43]=4)=[C:7]([F:8])[CH:6]=2)[C:10](=[O:37])[CH:11]=[CH:12]3)(=[O:21])=[O:20])=[N:33]1 |f:2.3.4|. Reported procedure: To a solution of 1-(4-bromo-5-fluoro-2-hydroxyphenyl)-N-(isoxazol-3-yl)-N-(4-methoxybenzyl)-2-oxo-1,2-dihydroquinoline-6-sulfonamide (0.037 g, 0.062 mmol) and (3,5-difluorophenyl)boronic acid (0.015 g, 0.092 mmol) in DMF (0.246 ml) and water (0.062 ml) was added potassium carbonate (0.026 g, 0.185 mmol) followed by PdCl2dppf, DCM adduct (2.255 mg, 3.08 μmol). The resulting mixture was heated to 50° C. and stirred for 2.5 hours. The solution was then cooled to room temperature and transferred to ... The reactants are C([O-])([O-])=O.[Cs+].[Cs+] (cesium carbonate), BrC=1C(=C(C=CC1)N1C(C2=CC(=CC=C2C=C1)C1(CC1)C)=O)C(O[SiH2]C(C)(C)C)(C)C (2-[3-Bromo-2-(tert-butyl-dimethyl-silanyloxymethyl)-phenyl]-7-(1-methyl-cyclopropyl)-2H-isoquinolin-1-one), CN1C(C(=CC(=C1)B1OC(C(O1)(C)C)(C)C)NC1=NC=C(C=C1)C(=O)N1CCOCC1)=O (1-Methyl-3-[5-(morpholine-4-carbonyl)-pyridin-2-ylamino]-5-(4,4,5,5-tetramethyl-[1,3,2]dioxaborolan-2-yl)-1H-pyridin-2-one), O (water). The solvent is ClCCl (dichloromethane), ClCCl (dichloromethane), CO (methanol), CO (methanol), O1CCOCC1 (dioxane). Reaction conditions: temperature 135 celsius. The product is CC1(CC1)C=1C=C2C=CNC(C2=CC1)=O (6-(1-methyl-cyclopropyl)-2H-isoquinolin-1-one). Isolated yield 63.4%. As a reaction SMILES: BrC1C(C(C)(C)O[SiH2]C(C)(C)C)=C(N2C=[CH:16][C:15]3[C:10](=[CH:11][C:12]([C:18]4([CH3:21])[CH2:20][CH2:19]4)=[CH:13][CH:14]=3)[C:9]2=O)C=CC=1.[CH3:32][N:33]1C=C(B2OC(C)(C)C(C)(C)O2)C=C(NC2C=CC(C(N3CCOCC3)=O)=CN=2)C1=O.O.C(=O)([O-])[O-:66].[Cs+].[Cs+]>O1CCOCC1.ClCCl.CO>[CH3:21][C:18]1([C:12]2[CH:11]=[C:10]3[C:15](=[CH:14][CH:13]=2)[C:16](=[O:66])[NH:33][CH:32]=[CH:9]3)[CH2:19][CH2:20]1 |f:3.4.5|. Procedure details: 2-[3-Bromo-2-(tert-butyl-dimethyl-silanyloxymethyl)-phenyl]-7-(1-methyl-cyclopropyl)-2H-isoquinolin-1-one (0.102 g, 0.205 mmol) and 1-Methyl-3-[5-(morpholine-4-carbonyl)-pyridin-2-ylamino]-5-(4,4,5,5-tetramethyl-[1,3,2]dioxaborolan-2-yl)-1H-pyridin-2-one (0.1 g, 0.227 mmol) were dissolved in 2.5 ml dioxane under heating; 0.5 ml of water followed by cesium carbonate (0.259 g, 0.795 mmol) were added. After that [1,1′-bis(diphenylphosphino)ferrocene]dichloropalladium(II) complex (0.019 g, 0.023 mmo...